From a dataset of the Open Reaction Database (ORD), a public repository of structured organic reaction records. describe an organic reaction: reactants, conditions, products, and yield RXN SMILES: [Br:24][CH2:25][CH2:26][CH2:27][CH2:28][CH2:29][CH2:30][CH2:31][Br:32].[CH2:1]([c:2]1[cH:3][cH:4][cH:5][cH:6][cH:7]1)[N:8]1[CH2:9][CH2:10][CH:11]([NH:14][C:15](=[O:16])[O:17][C:18]([CH3:19])([CH3:20])[CH3:21])[CH2:12][CH2:13]1.[H-:22].[Na+:23].[O:33]=[CH:34][N:35]([CH3:36])[CH3:37]>>[CH2:1]([c:2]1[cH:3][cH:4][cH:5][cH:6][cH:7]1)[N:8]1[CH2:9][CH2:10][CH:11]([N:14]([C:15](=[O:16])[O:17][C:18]([CH3:19])([CH3:20])[CH3:21])[CH2:31][CH2:30][CH2:29][CH2:28][CH2:27][CH2:26][CH2:25][Br:24])[CH2:12][CH2:13]1. Product: CC(C)(C)OC(=O)N(CCCCCCCBr)C1CCN(Cc2ccccc2)CC1. Reactants: BrCCCCCCCBr, CC(C)(C)OC(=O)NC1CCN(Cc2ccccc2)CC1, [H-], [Na+], CN(C)C=O. The reactants are COCC(=O)O (2-methoxyacetic acid), N′-methyl polystyrene, NC1=CC=C(C=C1)CC(=O)NC=1SC(=CN1)C(C)C (2-(4-aminophenyl)-N-(5-isopropyl-1,3-thiazol-2-yl)acetamide). Reagents/catalysts: CN(C)C=1C=CN=CC1 (4-DMAP). Solvent: C(Cl)Cl (CH2Cl2), C1(CCCCC1)N=C=N (N-cyclohexylcarbodiimide), C(Cl)Cl (CH2Cl2), C(Cl)Cl.CN(C)C=O (CH2Cl2 DMF). Run at time 72 hour. Yields the product C(C)(C)C1=CN=C(S1)NC(CC1=CC=C(C=C1)NC(COC)=O)=O (N-(4-{2-[(5-isopropyl-1,3-thiazol-2-yl)amino]-2-oxoethyl}phenyl)-2-methoxyacetamide). RXN SMILES: [CH3:1][O:2][CH2:3][C:4]([OH:6])=O.[NH2:7][C:8]1[CH:13]=[CH:12][C:11]([CH2:14][C:15]([NH:17][C:18]2[S:19][C:20]([CH:23]([CH3:25])[CH3:24])=[CH:21][N:22]=2)=[O:16])=[CH:10][CH:9]=1>C(Cl)Cl.C1(N=C=N)CCCCC1.CN(C1C=CN=CC=1)C.C(Cl)Cl.CN(C=O)C>[CH:23]([C:20]1[S:19][C:18]([NH:17][C:15](=[O:16])[CH2:14][C:11]2[CH:10]=[CH:9][C:8]([NH:7][C:4](=[O:6])[CH2:3][O:2][CH3:1])=[CH:13][CH:12]=2)=[N:22][CH:21]=1)([CH3:25])[CH3:24] |f:5.6|. Procedure: To a solution of 2-methoxyacetic acid (41 μl, 0.53 mmol) in CH2Cl2 (1.5 ml), N-cyclohexylcarbodiimide, N′-methyl polystyrene (0.53 g, loading 2 mmol/g, 1.064 mmol), previously washed with CH2Cl2 (5 ml×3), 4-DMAP (0.032 g, 0.266 mmol) and a solution of 2-(4-aminophenyl)-N-(5-isopropyl-1,3-thiazol-2-yl)acetamide (0.076 g, 0.266 mmol) in CH2Cl2/DMF (0.4 ml/10.6 ml) were added. The reaction mixture was maintained under stirring at room temperature for about 72 hours the resin was filtered, washed wi... Starting materials: N1N=CC(=C1)C1=CC2=C(C=3N=C(SC3CCO2)C(=O)O)C=C1 (8-(1H-Pyrazol-4-yl)-4,5-dihydro-6-oxa-3-thia-1-aza-benzo[e]azulene-2-carboxylic acid), N1(CCNCC1)C1=NC=CN=C1 (2-(piperazin-1-yl)pyrazine). Product: N1N=CC(=C1)C1=CC2=C(C=3N=C(SC3CCO2)C(=O)N2CCN(CC2)C2=NC=CN=C2)C=C1 ([8-(1H-Pyrazol-4-yl)-4,5-dihydro-6-oxa-3-thia-1-aza-benzo[e]azulen-2-yl]-(2,3,5,6-tetrahydro-[1,2′]bipyrazinyl-4-yl)-methanone). Reaction SMILES: [NH:1]1[CH:5]=[C:4]([C:6]2[CH:22]=[CH:21][C:9]3[C:10]4[N:11]=[C:12]([C:18](O)=[O:19])[S:13][C:14]=4[CH2:15][CH2:16][O:17][C:8]=3[CH:7]=2)[CH:3]=[N:2]1.[N:23]1([C:29]2[CH:34]=[N:33][CH:32]=[CH:31][N:30]=2)[CH2:28][CH2:27][NH:26][CH2:25][CH2:24]1>>[NH:2]1[CH:3]=[C:4]([C:6]2[CH:22]=[CH:21][C:9]3[C:10]4[N:11]=[C:12]([C:18]([N:26]5[CH2:27][CH2:28][N:23]([C:29]6[CH:34]=[N:33][CH:32]=[CH:31][N:30]=6)[CH2:24][CH2:25]5)=[O:19])[S:13][C:14]=4[CH2:15][CH2:16][O:17][C:8]=3[CH:7]=2)[CH:5]=[N:1]1. Reported procedure: Following the procedure for 103, 8-(1H-Pyrazol-4-yl)-4,5-dihydro-6-oxa-3-thia-1-aza-benzo[e]azulene-2-carboxylic acid (50.0 mg, 0.2 mmol) was reacted with 2-(piperazin-1-yl)pyrazine (1.2 equiv) to give 178 (8.7 mg, M+1 460.1)